From a dataset of the Open Reaction Database (ORD), a public repository of structured organic reaction records. describe an organic reaction: reactants, conditions, products, and yield RXN SMILES: [CH3:1][C:2]1([CH3:21])[C:10]2[C:5](=[CH:6][CH:7]=[C:8]([O:11][C:12]3[CH:19]=[CH:18][C:15]([C:16]#[N:17])=[CH:14][N:13]=3)[CH:9]=2)[C:4](=[O:20])[CH2:3]1.C([O-])([O-])=[O:23].[K+].[K+].CS(C)=O>O>[CH3:1][C:2]1([CH3:21])[C:10]2[C:5](=[CH:6][CH:7]=[C:8]([O:11][C:12]3[CH:19]=[CH:18][C:15]([C:16]([NH2:17])=[O:23])=[CH:14][N:13]=3)[CH:9]=2)[C:4](=[O:20])[CH2:3]1 |f:1.2.3|. Starting materials: CC1(CC(C2=CC=C(C=C12)OC1=NC=C(C#N)C=C1)=O)C (6-(3,3-Dimethyl-1-oxo-indan-5-yloxy)nicotinonitrile), C(=O)([O-])[O-].[K+].[K+] (K2CO3), CS(=O)C (DMSO), H2O3. Run in O (water). Reaction conditions: time 4 hour. Procedure details: Add 30% aqueous H2O3 (3.15 ml) to a suspension of 6-(3,3-Dimethyl-1-oxo-indan-5-yloxy)nicotinonitrile (877 mg, 3.15 mmol), K2CO3 (218 mg, 1.57 mmol) and DMSO (10 ml) stirring under nitrogen at ambient temperature. After four hours, dilute the reaction mixture with water (100 ml) and extract with EtOAc (2×). Wash the extract with water and brine, dry (MgSO4) and concentrate on rotary evaporator to yield 876 mg of the title compound as an off-white solid. Mass spectrum (ion spray): m/z=297 (M+1); ... Isolated yield 188.3%. Product: CC1(CC(C2=CC=C(C=C12)OC1=NC=C(C(=O)N)C=C1)=O)C (6-(3,3-Dimethyl-1-oxo-indan-5-yloxy)-nicotinamide). The reactants are CC(C)(C)OC(=O)NCCC(=O)O, CN(C)C=O, CCOC(C)=O, CC(C)CNNC(=O)C(CC(C)C)C(CC=Cc1ccccc1)C(=O)NOC1CCCCO1. Product: CC(C)CC(C(=O)NN(CC(C)C)C(=O)CCNC(=O)OC(C)(C)C)C(CC=Cc1ccccc1)C(=O)NOC1CCCCO1. RXN SMILES: [C:34]([CH3:35])([CH3:36])([CH3:37])[O:38][C:39](=[O:40])[NH:41][CH2:42][CH2:43][C:44](=[O:45])[OH:46].[CH3:47][N:48]([CH3:49])[CH:50]=[O:51].[CH3:52][CH2:53][O:54][C:55](=[O:56])[CH3:57].[O:1]1[CH:2]([O:7][NH:8][C:9](=[O:10])[CH:11]([CH2:12][CH:13]=[CH:14][c:15]2[cH:16][cH:17][cH:18][cH:19][cH:20]2)[CH:21]([C:22](=[O:23])[NH:24][NH:25][CH2:26][CH:27]([CH3:28])[CH3:29])[CH2:30][CH:31]([CH3:32])[CH3:33])[CH2:3][CH2:4][CH2:5][CH2:6]1>>[O:1]1[CH:2]([O:7][NH:8][C:9](=[O:10])[CH:11]([CH2:12][CH:13]=[CH:14][c:15]2[cH:16][cH:17][cH:18][cH:19][cH:20]2)[CH:21]([C:22](=[O:23])[NH:24][N:25]([CH2:26][CH:27]([CH3:28])[CH3:29])[C:44]([CH2:43][CH2:42][NH:41][C:39]([O:38][C:34]([CH3:35])([CH3:36])[CH3:37])=[O:40])=[O:45])[CH2:30][CH:31]([CH3:32])[CH3:33])[CH2:3][CH2:4][CH2:5][CH2:6]1. The reactants are S1C=C(C=C1)/C(/C(=O)OC(C)(C)C)=C\C1=C(N(C2=CC(=CC(=C12)Cl)Cl)S(=O)(=O)C1=CC=C(C=C1)C)C(=O)OCC ((E)-2-(thien-3-yl)-3-(1-p-toluenesulfonyl-2-carboethoxy-4,6-dichloroindol-3-yl)propenoic acid, t-butyl ester), FC(C(=O)O)(F)F (trifluoroacetic acid). Run in C(C)(=O)OCC (ethyl acetate). Run at time 45 minute. The product is S1C=C(C=C1)/C(/C(=O)O)=C\C1=C(N(C2=CC(=CC(=C12)Cl)Cl)S(=O)(=O)C1=CC=C(C=C1)C)C(=O)OCC ((E)-2-(Thien-3-yl)-3-(1-p-toluenesulfonyl-2-carboethoxy-4,6-dichloroindol-3-yl)propenoic acid). RXN SMILES: [S:1]1[CH:5]=[CH:4][C:3](/[C:6](=[CH:14]\[C:15]2[C:23]3[C:18](=[CH:19][C:20]([Cl:25])=[CH:21][C:22]=3[Cl:24])[N:17]([S:26]([C:29]3[CH:34]=[CH:33][C:32]([CH3:35])=[CH:31][CH:30]=3)(=[O:28])=[O:27])[C:16]=2[C:36]([O:38][CH2:39][CH3:40])=[O:37])/[C:7]([O:9]C(C)(C)C)=[O:8])=[CH:2]1.FC(F)(F)C(O)=O>C(OCC)(=O)C>[S:1]1[CH:5]=[CH:4][C:3](/[C:6](=[CH:14]\[C:15]2[C:23]3[C:18](=[CH:19][C:20]([Cl:25])=[CH:21][C:22]=3[Cl:24])[N:17]([S:26]([C:29]3[CH:34]=[CH:33][C:32]([CH3:35])=[CH:31][CH:30]=3)(=[O:28])=[O:27])[C:16]=2[C:36]([O:38][CH2:39][CH3:40])=[O:37])/[C:7]([OH:9])=[O:8])=[CH:2]1. Procedure details: Combine (E)-2-(thien-3-yl)-3-(1-p-toluenesulfonyl-2-carboethoxy-4,6-dichloroindol-3-yl)propenoic acid, t-butyl ester and trifluoroacetic acid (10 mL). After 45 min, evaporate in vacuo to obtain a residue. Dissolve the residue in ethyl acetate and extract with water. Evaporate the organic layer in vacuo to obtain a residue. Triturate with pentane containing a small amount of ether to give a solid. Recrystallize the solid from cyclohexane/ethyl acetate, filter, and dry to give the title compound: ... Reactants: C(C=C)OC1=CC(=C(C=C1)CS)C ((4-allyloxy-2-methyl-phenyl)-methanethiol), N1(N=NC=C1)CCOS(=O)(=O)C1=CC=C(C=C1)C (toluene-4-sulfonic acid 2-[1,2,3]triazol-1-yl-ethyl ester), [H-].[Na+] (sodium hydride). The solvent is C(C)(=O)OCC (ethyl acetate), CN(C)C=O (DMF), O (water), CN(C=O)C (N,N-dimethylformamide), C(C)(=O)OCC (ethyl acetate). Run at time 12 hour. Product: C(C=C)OC1=CC(=C(CSCCN2N=NC=C2)C=C1)C (1-[2-(4-allyloxy-2-methyl-benzylsulfanyl)ethyl]-1H-[1,2,3]triazole). The yield is 94.9%. As a reaction SMILES: [CH2:1]([O:4][C:5]1[CH:10]=[CH:9][C:8]([CH2:11][SH:12])=[C:7]([CH3:13])[CH:6]=1)[CH:2]=[CH2:3].[N:14]1([CH2:19][CH2:20]OS(C2C=CC(C)=CC=2)(=O)=O)[CH:18]=[CH:17][N:16]=[N:15]1.[H-].[Na+]>CN(C)C=O.C(OCC)(=O)C.O>[CH2:1]([O:4][C:5]1[CH:10]=[CH:9][C:8]([CH2:11][S:12][CH2:20][CH2:19][N:14]2[CH:18]=[CH:17][N:16]=[N:15]2)=[C:7]([CH3:13])[CH:6]=1)[CH:2]=[CH2:3] |f:2.3|. Reported procedure: To a mixture of 1.98 g (10.2 mmol) (4-allyloxy-2-methyl-phenyl)-methanethiol and 2.72 g (10.2 mmol) toluene-4-sulfonic acid 2-[1,2,3]triazol-1-yl-ethyl ester in 25 ml N,N-dimethylformamide was added under argon at −50° C. 515 mg (20.4 mmol) sodium hydride. The mixture was allowed to warm up to room temperature and was stirred under argon for 12 hours. 80% of the DMF was stilled off in vacuo, ethyl acetate and water given to the mixture. The aqueous phase was reextracted with ethyl acetate and th... The reactants are C(C)(C)(C)OC(C1=CC(=C(C=C1)CC1=CN(C2=CC(=CC=C12)C#N)CC)Br)=O (3-bromo-4-(6-cyano-1-ethyl-1H-indol-3-ylmethyl)-benzoic acid tert-butyl ester), C[NH-] (N-methylamide), C(#N)C1=CC=C2C=CNC2=C1 (6-cyanoindole), CC(C)([O-])C.[K+] (potassium t-butoxide). The solvent is C(C)(C)(C)O (t-butanol), C1CCOC1 (THF), CCOC(=O)C (EtOAc). The product is C(C)(C)(C)OC(C1=CC(=C(C=C1)C(O)C1=CNC2=CC(=CC=C12)C#N)Br)=O (3-Bromo-4-[(6-cyano-1H-indol-3-yl)-hydroxy-methyl]-benzoic acid tert-butyl ester). Isolated yield 79.0%. RXN SMILES: [C:1]([O:5][C:6](=[O:28])[C:7]1[CH:12]=[CH:11][C:10]([CH2:13][C:14]2[C:22]3[C:17](=[CH:18][C:19]([C:23]#[N:24])=[CH:20][CH:21]=3)[N:16](CC)[CH:15]=2)=[C:9]([Br:27])[CH:8]=1)([CH3:4])([CH3:3])[CH3:2].C[NH-].C(C1C=C2C(C=CN2)=CC=1)#N.CC(C)([O-:45])C.[K+]>C(O)(C)(C)C.C1COCC1.CCOC(C)=O>[C:1]([O:5][C:6](=[O:28])[C:7]1[CH:12]=[CH:11][C:10]([CH:13]([C:14]2[C:22]3[C:17](=[CH:18][C:19]([C:23]#[N:24])=[CH:20][CH:21]=3)[NH:16][CH:15]=2)[OH:45])=[C:9]([Br:27])[CH:8]=1)([CH3:4])([CH3:3])[CH3:2] |f:3.4|. Procedure details: Part A. 3-bromo-4-(6-cyano-1-ethyl-1H-indol-3-ylmethyl)-benzoic acid tert-butyl ester: A mixture of the compound of Example 10, Part A (5 g, 0.175 mol) and 6-cyanoindole (1.7 g, 0.0.12 mol) in t-butanol (60 ml) and THF (˜5 mL) was treated with potassium t-butoxide (0.012 mol) and the mixture was stirred at rt under N2. After 18 h the reaction mixture was diluted with EtOAc and washed with water and brine, dried over anh. Na2SO4, filtered and solvent evaporated. The residue was purified by flash ...